Dataset: the Open Reaction Database (ORD), a public repository of structured organic reaction records. Task: describe an organic reaction: reactants, conditions, products, and yield Reactants: CN, Cl, O, ClCc1ccncc1. Product: CNCc1ccncc1. As a reaction SMILES: [CH3:10][NH2:11].[ClH:9].[OH2:12].[cH:1]1[cH:2][c:3]([CH2:7][Cl:8])[cH:4][cH:5][n:6]1>>[cH:1]1[cH:2][c:3]([CH2:7][NH:11][CH3:10])[cH:4][cH:5][n:6]1. The reactants are BrC1=CC=C(C=C1)C(C(F)F)=O (1-(4-bromophenyl)-2,2-difluoroethanone), C[Mg]Cl (methylmagnesium chloride), C[Mg]Cl (methylmagnesium chloride). Solvent: C1CCOC1 (THF). Conditions: temperature 0 celsius, time 1 hour. Yields the product BrC1=CC=C(C=C1)C(C(F)F)(C)O (2-(4-Bromophenyl)-1,1-difluoropropan-2-ol). Reaction SMILES: [Br:1][C:2]1[CH:7]=[CH:6][C:5]([C:8](=[O:12])[CH:9]([F:11])[F:10])=[CH:4][CH:3]=1.[CH3:13][Mg]Cl>C1COCC1>[Br:1][C:2]1[CH:3]=[CH:4][C:5]([C:8]([OH:12])([CH3:13])[CH:9]([F:11])[F:10])=[CH:6][CH:7]=1. Procedure: To a solution of 1-(4-bromophenyl)-2,2-difluoroethanone (2.5 g, 10.6 mmol) in THF (60 mL) was added methylmagnesium chloride (10 mL, 30 mmol; 3 M in THF) at 0° C. over ˜10 min and the mixture was stirred at 0° C. for 1 h. A mini-worked up showed starting material remained and more methylmagnesium chloride (5 mL, 15 mmol, 3 M in THF) was added. After further stirred for 15 min., the mixture was quenched with H2O, carefully acidified with 1 M HCl (100 mL) and extracted with Ethyl acetate. Purifica... Starting materials: C(C)OC(=O)C1(CC1)CNC1CCCC1 (Ethyl1-[(cyclopentylamino)methyl]cyclopropane-1-carboxylate), C([O-])([O-])=O.[K+].[K+] (potassium carbonate), ClC1=NC=C(C(=N1)Cl)[N+](=O)[O-] (2,4-dichloro-5-nitropyrimidine). Run in CC(=O)C (acetone). The product is C(C)OC(=O)C1(CC1)CN(C1CCCC1)C1=NC(=NC=C1[N+](=O)[O-])Cl (Ethyl1-[[(2-chloro-5-nitro-pyrimidin-4-yl)-cyclopentyl-amino]methyl]cyclopropane-1-carboxylate). Reaction SMILES: [CH2:1]([O:3][C:4]([C:6]1([CH2:9][NH:10][CH:11]2[CH2:15][CH2:14][CH2:13][CH2:12]2)[CH2:8][CH2:7]1)=[O:5])[CH3:2].C(=O)([O-])[O-].[K+].[K+].[Cl:22][C:23]1[N:28]=[C:27](Cl)[C:26]([N+:30]([O-:32])=[O:31])=[CH:25][N:24]=1>CC(C)=O>[CH2:1]([O:3][C:4]([C:6]1([CH2:9][N:10]([C:25]2[C:26]([N+:30]([O-:32])=[O:31])=[CH:27][N:28]=[C:23]([Cl:22])[N:24]=2)[CH:11]2[CH2:12][CH2:13][CH2:14][CH2:15]2)[CH2:7][CH2:8]1)=[O:5])[CH3:2] |f:1.2.3|. Procedure: To a stirred solution of Ethyl1-[(cyclopentylamino)methyl]cyclopropane-1-carboxylate in acetone (700 mL) at room temperature was added potassium carbonate (29.0 g, 209.6 mmol) followed by the 2,4-dichloro-5-nitropyrimidine (Frontier Scientific; 29.81 g, 153.7 mmol). Starting materials: O1C(CCC1)CN ((tetrahydrofuran-2-yl)methanamine), CSC=1NC(C(=CN1)C(=O)OCC)=O (ethyl 2-(methylthio)-6-oxo-1,6-dihydropyrmidine-5-carboxylate). Run in CO (methanol). Reaction conditions: time 8 hour. Yields the product O=C1C(=CN=C(N1)NCC1OCCC1)C(=O)OCC (ethyl 6-oxo-2-(((tetrahydrofuran-2-yl)methyl)amino)-1,6-dihydropyrimidine-5-carboxylate). Isolated yield 47.0%. Reaction SMILES: [O:1]1[CH2:5][CH2:4][CH2:3][CH:2]1[CH2:6][NH2:7].CS[C:10]1[NH:11][C:12](=[O:21])[C:13]([C:16]([O:18][CH2:19][CH3:20])=[O:17])=[CH:14][N:15]=1>CO>[O:21]=[C:12]1[NH:11][C:10]([NH:7][CH2:6][CH:2]2[CH2:3][CH2:4][CH2:5][O:1]2)=[N:15][CH:14]=[C:13]1[C:16]([O:18][CH2:19][CH3:20])=[O:17]. Reported procedure: (tetrahydrofuran-2-yl)methanamine (142 mg, 1.40 mmol) was added into ethyl 2-(methylthio)-6-oxo-1,6-dihydropyrmidine-5-carboxylate (300 mg, 1.40 mmol) in methanol and refluxed overnight. After half of the starting material was consumed, the reaction mixture was reheated again overnight. Then the reaction mixture was cooled and the precipitate filtered. 1H-NMR confirmed the product as ethyl 6-oxo-2-(((tetrahydrofuran-2-yl)methyl)amino)-1,6-dihydropyrimidine-5-carboxylate (HGN-0017) (176 mg, 47% y... Starting materials: Cc1cc(C(=O)O)ccc1F, O=S(Cl)Cl. Product: [Cl-], Cc1cc(C(=O)O)ccc1F. As a reaction SMILES: [F:1][c:2]1[c:3]([CH3:11])[cH:4][c:5]([C:6](=[O:7])[OH:8])[cH:9][cH:10]1.[S:12]([Cl:13])([Cl:14])=[O:15]>>[Cl-:14].[F:1][c:2]1[c:3]([CH3:11])[cH:4][c:5]([C:6](=[O:7])[OH:8])[cH:9][cH:10]1.